From a dataset of the Open Reaction Database (ORD), a public repository of structured organic reaction records. describe an organic reaction: reactants, conditions, products, and yield The reactants are CCCCC#Cc1ccccc1C(=O)N(C)OC, [Mg+]Cc1ccccc1, C1CCOC1, [Cl-]. The product is CCCCC#Cc1ccccc1C(=O)Cc1ccccc1. As a reaction SMILES: [C:1](#[C:2][CH2:3][CH2:4][CH2:5][CH3:6])[c:7]1[c:8]([C:9](=[O:10])[N:11]([CH3:12])[O:13][CH3:14])[cH:15][cH:16][cH:17][cH:18]1.[CH2:20]([c:21]1[cH:22][cH:23][cH:24][cH:25][cH:26]1)[Mg+:27].[CH2:28]1[O:29][CH2:30][CH2:31][CH2:32]1.[Cl-:19]>>[C:1](#[C:2][CH2:3][CH2:4][CH2:5][CH3:6])[c:7]1[c:8]([C:9](=[O:10])[CH2:20][c:21]2[cH:22][cH:23][cH:24][cH:25][cH:26]2)[cH:15][cH:16][cH:17][cH:18]1.